From a dataset of the Open Reaction Database (ORD), a public repository of structured organic reaction records. describe an organic reaction: reactants, conditions, products, and yield Starting materials: C1CCOC1, Cn1cncc1C(c1ccc(Cl)cc1)c1ccc(N)c(C(SCCC(=O)O)c2cccc(Cl)c2)c1, [NH4+], [OH-], O=S(Cl)Cl. The product is Cn1cncc1C(c1ccc(Cl)cc1)c1ccc2c(c1)C(c1cccc(Cl)c1)SCCC(=O)N2. As a reaction SMILES: [CH2:42]1[O:43][CH2:44][CH2:45][CH2:46]1.[NH2:5][c:6]1[c:7]([CH:26]([S:27][CH2:28][CH2:29][C:30](=[O:31])[OH:32])[c:33]2[cH:34][c:35]([Cl:39])[cH:36][cH:37][cH:38]2)[cH:8][c:9]([CH:12]([c:13]2[cH:14][n:15][cH:16][n:17]2[CH3:18])[c:19]2[cH:20][cH:21][c:22]([Cl:25])[cH:23][cH:24]2)[cH:10][cH:11]1.[NH4+:41].[OH-:40].[S:1]([Cl:2])([Cl:3])=[O:4]>>[NH:5]1[c:6]2[c:7]([cH:8][c:9]([CH:12]([c:13]3[cH:14][n:15][cH:16][n:17]3[CH3:18])[c:19]3[cH:20][cH:21][c:22]([Cl:25])[cH:23][cH:24]3)[cH:10][cH:11]2)[CH:26]([c:33]2[cH:34][c:35]([Cl:39])[cH:36][cH:37][cH:38]2)[S:27][CH2:28][CH2:29][C:30]1=[O:31]. Starting materials: B(Br)(Br)Br (BBr3), solution, ClC1=C(C(=O)O)C(=CC(=C1)OC)Cl (2,6-Dichloro-4-methoxy-benzoic acid). The solvent is C(Cl)Cl (CH2Cl2), C(Cl)Cl (CH2Cl2). Reaction conditions: temperature -78 celsius, time 16 hour. Yields the product ClC1=C(C(=O)O)C(=CC(=C1)O)Cl (2.6-dichloro-4-hydroxy-benzoic acid). As a reaction SMILES: [Cl:1][C:2]1[CH:10]=[C:9]([O:11]C)[CH:8]=[C:7]([Cl:13])[C:3]=1[C:4]([OH:6])=[O:5].B(Br)(Br)Br>C(Cl)Cl>[Cl:1][C:2]1[CH:10]=[C:9]([OH:11])[CH:8]=[C:7]([Cl:13])[C:3]=1[C:4]([OH:6])=[O:5]. Procedure: 2,6-Dichloro-4-methoxy-benzoic acid (500 mg, 2.3 mmol) was taken up in CH2Cl2 and cooled to −78° C. BBr3 (6.9 ml of a 1 M solution in CH2Cl2) was added to the solution at −78° C. The solution was warmed to 25° C. and stirred at that temperature for 16 h. The solution was quenched with 3 N NaOH. The aqueous layer was extracted with CH2Cl2. The aqueous layer was cooled (0° C.) and acidified with conc. HCl (pH=1-2). The aqueous layer was extracted with CH2Cl2. The combined organic layers were dried... The reactants are CC1=CC=C(COC(ON2C(CCC2=O)=O)=O)C=C1 (carbonic acid 2,5-dioxo-pyrrolidin-1-yl ester 4-methyl-benzyl ester), CC1=CC=C(COC(ON2C(CCC2=O)=O)=O)C=C1 (carbonic acid 2,5-dioxo-pyrrolidin-1-yl ester 4-methyl-benzyl ester), N1=CC=C(C=C1)NCC1C(CNCC1)O (4-(pyridin-4-ylaminomethyl)-piperidin-3-ol). Solvent: CN(C)C=O (DMF). Reaction conditions: time 5 minute. Yields the product CC1=CC=C(COC(=O)N2C[C@H]([C@H](CC2)CNC2=CC=NC=C2)O)C=C1 (cis 3-hydroxy-4-(pyridin-4-ylaminomethyl)-piperidine-1-carboxylic acid 4-methyl-benzyl ester). RXN SMILES: [N:1]1[CH:6]=[CH:5][C:4]([NH:7][CH2:8][CH:9]2[CH2:14][CH2:13][NH:12][CH2:11][CH:10]2[OH:15])=[CH:3][CH:2]=1.[CH3:16][C:17]1[CH:34]=[CH:33][C:20]([CH2:21][O:22][C:23](=O)[O:24]N2C(=O)CCC2=O)=[CH:19][CH:18]=1>CN(C=O)C>[CH3:16][C:17]1[CH:34]=[CH:33][C:20]([CH2:21][O:22][C:23]([N:12]2[CH2:13][CH2:14][C@H:9]([CH2:8][NH:7][C:4]3[CH:3]=[CH:2][N:1]=[CH:6][CH:5]=3)[C@H:10]([OH:15])[CH2:11]2)=[O:24])=[CH:19][CH:18]=1. Procedure details: A suspension of the 4-(pyridin-4-ylaminomethyl)-piperidin-3-ol from Step 2 above (0.076 g, 0.367 mmol) in DMF (1.5 mL) was treated with carbonic acid 2,5-dioxo-pyrrolidin-1-yl ester 4-methyl-benzyl ester (0.097 g, 0.37 mmol) (INTERMEDIATE 1A) and the resulting reaction mixture stirred at rt for 5 min. The mixture was then partitioned between dilute sodium carbonate solution and EtOAc. The organic layer was washed with saturated sodium bicarbonate solution and brine, dried over anhydrous sodium s... Starting materials: Cc1cc(OCCCC=O)nc2c1CCC(=O)N2, Cl, c1ccc2c(N3CCNCC3)cccc2c1. Product: Cc1cc(OCCCCN2CCN(c3cccc4ccccc34)CC2)nc2c1CCC(=O)N2. RXN SMILES: [CH3:1][c:2]1[cH:3][c:4]([O:13][CH2:14][CH2:15][CH2:16][CH:17]=[O:18])[n:5][c:6]2[c:11]1[CH2:10][CH2:9][C:8](=[O:12])[NH:7]2.[ClH:19].[c:20]1([N:30]2[CH2:31][CH2:32][NH:33][CH2:34][CH2:35]2)[cH:21][cH:22][cH:23][c:24]2[cH:25][cH:26][cH:27][cH:28][c:29]12>>[CH3:1][c:2]1[cH:3][c:4]([O:13][CH2:14][CH2:15][CH2:16][CH2:17][N:33]2[CH2:32][CH2:31][N:30]([c:20]3[cH:21][cH:22][cH:23][c:24]4[cH:25][cH:26][cH:27][cH:28][c:29]34)[CH2:35][CH2:34]2)[n:5][c:6]2[c:11]1[CH2:10][CH2:9][C:8](=[O:12])[NH:7]2. Starting materials: CC(=O)O, CN(C)C=O, CCOC(C)=O, CC(C)OC(C)C, O=c1[nH]ncn1-c1ccc(OCC(F)(F)C(F)F)cc1, CC(OS(=O)(=O)C(F)(F)F)C(=O)OCc1ccccc1, [H-], [Na+], C1CCOC1. Yields the product CC(C(=O)OCc1ccccc1)n1ncn(-c2ccc(OCC(F)(F)C(F)F)cc2)c1=O. RXN SMILES: [CH3:41][C:42](=[O:43])[OH:44].[CH3:45][N:46]([CH3:47])[CH:48]=[O:49].[CH3:57][CH2:58][O:59][C:60](=[O:61])[CH3:62].[CH:63]([O:64][CH:65]([CH3:66])[CH3:67])([CH3:68])[CH3:69].[F:1][C:2]([CH2:3][O:4][c:5]1[cH:6][cH:7][c:8](-[n:11]2[c:12](=[O:16])[nH:13][n:14][cH:15]2)[cH:9][cH:10]1)([CH:17]([F:18])[F:19])[F:20].[F:21][C:22]([F:23])([F:24])[S:25]([O:26][CH:27]([C:28](=[O:29])[O:30][CH2:31][c:32]1[cH:33][cH:34][cH:35][cH:36][cH:37]1)[CH3:38])(=[O:39])=[O:40].[H-:50].[Na+:51].[O:52]1[CH2:53][CH2:54][CH2:55][CH2:56]1>>[F:1][C:2]([CH2:3][O:4][c:5]1[cH:6][cH:7][c:8](-[n:11]2[c:12](=[O:16])[n:13]([CH:27]([C:28](=[O:29])[O:30][CH2:31][c:32]3[cH:33][cH:34][cH:35][cH:36][cH:37]3)[CH3:38])[n:14][cH:15]2)[cH:9][cH:10]1)([CH:17]([F:18])[F:19])[F:20]. The reactants are O (water), BrN1C(CCC1=O)=O (N-Bromosuccinimide), C(C)(C)(C)C1=C(C=CC(=C1)C1=CC=C2C=CN(C2=C1)C1=CC=NC=C1)O (tert-butyl 4-(1-(pyridin-4-yl)-1H-indol-6-yl)phenol), N1=CC=CC=C1 (pyridine). Run in C1CCOC1 (THF). Reaction conditions: temperature -78 celsius, time 2 hour. Yields the product BrC1=CN(C2=CC(=CC=C12)C1=CC=C(C=C1)O)C1=CC=NC=C1 (4-(3-bromo-1-(pyridin-4-yl)-1H-indol-6-yl)phenol). As a reaction SMILES: [Br:1]N1C(=O)CCC1=O.C([C:13]1[CH:18]=[C:17]([C:19]2[CH:27]=[C:26]3[C:22]([CH:23]=[CH:24][N:25]3[C:28]3[CH:33]=[CH:32][N:31]=[CH:30][CH:29]=3)=[CH:21][CH:20]=2)[CH:16]=[CH:15][C:14]=1[OH:34])(C)(C)C.N1C=CC=CC=1.O>C1COCC1>[Br:1][C:23]1[C:22]2[C:26](=[CH:27][C:19]([C:17]3[CH:18]=[CH:13][C:14]([OH:34])=[CH:15][CH:16]=3)=[CH:20][CH:21]=2)[N:25]([C:28]2[CH:33]=[CH:32][N:31]=[CH:30][CH:29]=2)[CH:24]=1. Reported procedure: N-Bromosuccinimide (8.1 mg, 0.046 mmol) was added to a mixture solution of tert-butyl 4-(1-(pyridin-4-yl)-1H-indol-6-yl)phenol (10 mg, 0.035 mmol) in THF (0.5 mL) mixture solution at −78° C. After stirring at −78° C. for 2 hours, the mixture was further stirred at 0° C. for 1 hour and then pyridine (8.5 μL, 0.105 mmol) was added. After stirring at room temperature for 30 minutes, water was added and the mixture was extracted with ethyl acetate. The collected organic layer was washed with saturat... The product is N[C@@H](C(C(=O)OCC1=CC=CC=C1)(C)C)C1=NC2=C(N1)C=CC(=C2)C(C)(C)C (Benzyl (3S)-3-amino-3-(5-tert-butyl-1H-benzimidazol-2-yl)-2,2-dimethylpropanoate). Reactants: C(C1=CC=CC=C1)OC(C([C@@H](C(=O)O)NC(=O)OC(C)(C)C)(C)C)=O ((2S)-4-(benzyloxy)-2-[(tert-butoxycarbonyl)amino]-3,3-dimethyl-4-oxobutanoic acid), C(C)(C)(C)C1=CC(=C(C=C1)N)N (4-tert-butyl-1,2-diaminobenzene). RXN SMILES: [CH2:1]([O:8][C:9](=[O:25])[C:10]([CH3:24])([CH3:23])[C@H:11]([NH:15]C(OC(C)(C)C)=O)[C:12](O)=O)[C:2]1[CH:7]=[CH:6][CH:5]=[CH:4][CH:3]=1.[C:26]([C:30]1[CH:35]=[CH:34][C:33]([NH2:36])=[C:32]([NH2:37])[CH:31]=1)([CH3:29])([CH3:28])[CH3:27]>>[NH2:15][C@H:11]([C:12]1[NH:36][C:33]2[CH:34]=[CH:35][C:30]([C:26]([CH3:29])([CH3:28])[CH3:27])=[CH:31][C:32]=2[N:37]=1)[C:10]([CH3:23])([CH3:24])[C:9]([O:8][CH2:1][C:2]1[CH:3]=[CH:4][CH:5]=[CH:6][CH:7]=1)=[O:25]. Reported procedure: The title compound was prepared according to Method 1 Steps 1 and 2 using (2S)-4-(benzyloxy)-2-[(tert-butoxycarbonyl)amino]-3,3-dimethyl-4-oxobutanoic acid (Preparation 44) and 4-tert-butyl-1,2-diaminobenzene.